From a dataset of the Open Reaction Database (ORD), a public repository of structured organic reaction records. describe an organic reaction: reactants, conditions, products, and yield The reactants are BrC(C(=O)Br)(C)C (2-Bromo-2-methylpropionyl bromide), CN(C(=O)N)C (1,1-dimethylurea). The solvent is ClCCl (dichloromethane), ClCCl (dichloromethane), C(C)N(CC)CC (triethylamine). Run at time 4 hour. The product is BrC(C(=O)NC(=O)N(C)C)(C)C (1-(2-Bromo-2-methylpropionyl)-3,3-dimethylurea). Reaction SMILES: [Br:1][C:2]([CH3:7])([CH3:6])[C:3](Br)=[O:4].[CH3:8][N:9]([CH3:13])[C:10]([NH2:12])=[O:11]>ClCCl.C(N(CC)CC)C>[Br:1][C:2]([CH3:7])([CH3:6])[C:3]([NH:12][C:10]([N:9]([CH3:13])[CH3:8])=[O:11])=[O:4]. Reported procedure: 2-Bromo-2-methylpropionyl bromide (8.9 g) in dichloromethane (20 ml) was added dropwise at 0° to a stirred suspension of 1,1-dimethylurea (3.4 g) in dichloromethane (25 ml) and triethylamine (16 ml). The mixture was stirred for 4 hr. at 22° and the solvent was evaporated. The residue was stirred with saturated sodium hydrogen carbonate solution (40 ml) and extracted with ethyl acetate (3×20 ml). The ethyl acetate solution was dried and evaporated. The residue was stirred with light petroleum (b.... The reactants are NC1=NC=2C=C(C=CC2C2=C1N=C(N2CC(C)(C)NS(=O)(=O)C)COCC)OCC2=CC=CC=C2 (N-[2-(4-amino-7-benzyloxy-2-ethoxymethyl-1H-imidazo[4,5-c]quinolin-1-yl)-1,1-dimethylethyl]methanesulfonamide), C(C1=CC=CC=C1)OC=1C=CC=2C3=C(C(=NC2C1)N)N=C(N3CC(C)C)CCC (7-benzyloxy-1-(2-methylpropyl)-2-propyl-1H-imidazo[4,5-c]quinolin-4-amine). The product is NC1=NC=2C=C(C=CC2C2=C1N=C(N2CC(C)(C)NS(=O)(=O)C)COCC)O (N-[2-(4-amino-2-ethoxymethyl-7-hydroxy-1H-imidazo[4,5-c]quinolin-1-yl)-1,1-dimethylethyl]methanesulfonamide). The yield is 40.3%. RXN SMILES: [NH2:1][C:2]1[C:11]2[N:12]=[C:13]([CH2:24][O:25][CH2:26][CH3:27])[N:14]([CH2:15][C:16]([NH:19][S:20]([CH3:23])(=[O:22])=[O:21])([CH3:18])[CH3:17])[C:10]=2[C:9]2[CH:8]=[CH:7][C:6]([O:28]CC3C=CC=CC=3)=[CH:5][C:4]=2[N:3]=1.C(OC1C=CC2C3N(CC(C)C)C(CCC)=NC=3C(N)=NC=2C=1)C1C=CC=CC=1>>[NH2:1][C:2]1[C:11]2[N:12]=[C:13]([CH2:24][O:25][CH2:26][CH3:27])[N:14]([CH2:15][C:16]([NH:19][S:20]([CH3:23])(=[O:22])=[O:21])([CH3:18])[CH3:17])[C:10]=2[C:9]2[CH:8]=[CH:7][C:6]([OH:28])=[CH:5][C:4]=2[N:3]=1. Procedure: The general method described in Example 5 was followed using N-[2-(4-amino-7-benzyloxy-2-ethoxymethyl-1H-imidazo[4,5-c]quinolin-1-yl)-1,1-dimethylethyl]methanesulfonamide (1.00 g, 2.01 mmol) in lieu of 7-benzyloxy-1-(2-methylpropyl)-2-propyl-1H-imidazo[4,5-c]quinolin-4-amine. The crude product was recrystallized from methanol (20 mL). The crystals were collected in three crops and washed with methanol and ethyl acetate. The crops were combined and purified by column chromatography on silica gel ...